From a dataset of the Open Reaction Database (ORD), a public repository of structured organic reaction records. describe an organic reaction: reactants, conditions, products, and yield Starting materials: C1(=CC=CC=C1)C1=NC=C(C=C1)C (2-phenyl-5-methyl pyridine), [Mn](=O)(=O)(=O)[O-].[K+] (potassium permanganate), O (water). Yields the product C1(=CC=CC=C1)C1=NC=C(C=C1)C(=O)O (2-Phenyl-5-carboxypyridine). As a reaction SMILES: [C:1]1([C:7]2[CH:12]=[CH:11][C:10]([CH3:13])=[CH:9][N:8]=2)[CH:6]=[CH:5][CH:4]=[CH:3][CH:2]=1.[Mn]([O-])(=O)(=O)=[O:15].[K+].[OH2:20]>>[C:1]1([C:7]2[CH:12]=[CH:11][C:10]([C:13]([OH:15])=[O:20])=[CH:9][N:8]=2)[CH:2]=[CH:3][CH:4]=[CH:5][CH:6]=1 |f:1.2|. Procedure details: A suspension of 2-phenyl-5-methyl pyridine (1.03 g, 6.09 mmol) and potassium permanganate (2.89 g, 18.3 mmol), in water (25 mL) was heated at reflux for 2 hours. The reaction was allowed to cool to ambient temperature and filtered through celite to remove the solids. Acetic acid (1 mL) was added to the colourless filtrate and the product was collected as a white solid by filtration. Starting materials: O=C1CCC=2C=CC(=CC2C1)S(=O)(=O)Cl (7-oxo-5,6,7,8-tetrahydro-naphthalene-2-sulfonyl chloride), CN (MeNH2). Solvent: C(Cl)Cl (CH2Cl2), C(Cl)Cl (CH2Cl2). Run at time 30 minute. Yields the product CNS(=O)(=O)C1=CC=2CC(CCC2C=C1)=O (7-oxo-5,6,7,8-tetrahydro-naphthalene-2-sulfonic acid methylamide). Yield: 40.0%. Reaction SMILES: [O:1]=[C:2]1[CH2:11][C:10]2[CH:9]=[C:8]([S:12](Cl)(=[O:14])=[O:13])[CH:7]=[CH:6][C:5]=2[CH2:4][CH2:3]1.[CH3:16][NH2:17]>C(Cl)Cl>[CH3:16][NH:17][S:12]([C:8]1[CH:7]=[CH:6][C:5]2[CH2:4][CH2:3][C:2](=[O:1])[CH2:11][C:10]=2[CH:9]=1)(=[O:14])=[O:13]. Procedure: To a solution of 7-oxo-5,6,7,8-tetrahydro-naphthalene-2-sulfonyl chloride (see Preparative Example 3, 1.14 g, 4.7 mmol) in CH2Cl2 (10 mL) at 15° C. (using a water bath) was added MeNH2 (2M in THF, 7 mL, 14 mmol, 3 eq) dropwise. After stirring at room temperature for 30 minutes, the mixture was diluted with CH2Cl2 (30 mL), washed with H2O (20 mL), dried (Na2SO4), and concentrated. The residue was chromatographed on silica by eluting with 20% EtOAc/hexanes to give 0.45 g (40%) of 7-oxo-5,6,7,8-tet...